The task is: describe an organic reaction: reactants, conditions, products, and yield. This data is from the Open Reaction Database (ORD), a public repository of structured organic reaction records. Yields the product CC(C)(C)OC(=O)c1cc(N)cc(C(=O)O)c1. Reactants: CC(C)(C)OC(=O)c1cc(C(=O)O)cc([N+](=O)[O-])c1, CCOC(C)=O. Reaction SMILES: [C:1]([CH3:2])([CH3:3])([CH3:4])[O:5][C:6]([c:7]1[cH:8][c:9]([C:10](=[O:11])[OH:12])[cH:13][c:14]([N+:16]([O-:17])=[O:18])[cH:15]1)=[O:19].[CH3:20][CH2:21][O:22][C:23]([CH3:24])=[O:25]>>[C:1]([CH3:2])([CH3:3])([CH3:4])[O:5][C:6]([c:7]1[cH:8][c:9]([C:10](=[O:11])[OH:12])[cH:13][c:14]([NH2:16])[cH:15]1)=[O:19]. Reactants: NC1=CC=C(C=C1)C1=CC=C(N1C)C#N (5-(4-aminophenyl)-1-methyl-1H-pyrrole-2-carbonitrile), ClC(=O)OCC(C)C (isobutyl chloroformate). Yields the product C(#N)C1=CC=C(N1C)C1=CC=C(C=C1)NC(OCC(C)C)=O (isobutyl [4-(5-cyano-1-methyl-1H-pyrrol-2-yl)phenyl]carbamate). RXN SMILES: [NH2:1][C:2]1[CH:7]=[CH:6][C:5]([C:8]2[N:12]([CH3:13])[C:11]([C:14]#[N:15])=[CH:10][CH:9]=2)=[CH:4][CH:3]=1.Cl[C:17]([O:19][CH2:20][CH:21]([CH3:23])[CH3:22])=[O:18]>>[C:14]([C:11]1[N:12]([CH3:13])[C:8]([C:5]2[CH:6]=[CH:7][C:2]([NH:1][C:17](=[O:18])[O:19][CH2:20][CH:21]([CH3:23])[CH3:22])=[CH:3][CH:4]=2)=[CH:9][CH:10]=1)#[N:15]. Procedure details: The title compound was prepared according to the general procedure for acylation of 5-(4-aminophenyl)-1-methyl-1H-pyrrole-2-carbonitrile using isobutyl chloroformate (72 μL, 0.55 mmol) to provide isobutyl [4-(5-cyano-1-methyl-1H-pyrrol-2-yl)phenyl]carbamate (0.046 g). Reactants: C(CC)(=O)N (propionamide), C1OC=2C=C(C=CC2O1)NC(C(C)N1CCN(CC1)C1=NC=CC=C1)=O (N-(3,4-methylenedioxyphenyl)-2-(4-(2-pyridyl)-1-piperazinyl)propionamide), AlLiH4. Run in C1CCOC1 (THF). The product is N1=C(C=CC=C1)N1CCN(CC1)C(CNC1=CC2=C(C=C1)OCO2)C (1-(2-Pyridyl)-4-(1-methyl-2(3,4-methylenedioxyphenylamino)ethyl)-piperazine). RXN SMILES: C(N)(=O)CC.[CH2:6]1[O:14][C:13]2[CH:12]=[CH:11][C:10]([NH:15][C:16](=O)[CH:17]([N:19]3[CH2:24][CH2:23][N:22]([C:25]4[CH:30]=[CH:29][CH:28]=[CH:27][N:26]=4)[CH2:21][CH2:20]3)[CH3:18])=[CH:9][C:8]=2[O:7]1>C1COCC1>[N:26]1[CH:27]=[CH:28][CH:29]=[CH:30][C:25]=1[N:22]1[CH2:23][CH2:24][N:19]([CH:17]([CH3:18])[CH2:16][NH:15][C:10]2[CH:11]=[CH:12][C:13]3[O:14][CH2:6][O:7][C:8]=3[CH:9]=2)[CH2:20][CH2:21]1. Procedure details: The propionamide prepared according to part (b) is finally reduced with AlLiH4 in THF by the conventional method. The crude reaction product in the form of a dense oil is purified by column chromatography, (petroleum ether-ethyl acetate-triethylamine, 80:10:10), thus obtaining the desired product (22). The melting point is 91°-92° C.; Rf 0.19 (petroleum ether-ethyl acetate Et3N 8:1:1), IR (nujol) νmax: 3340, 3310, 1595, 1500, 1480, 1440, 1315, 1250, 1235, 1210, 1170, 1050, 930, 780 cm-1. 1H-NMR ...